describe an organic reaction: reactants, conditions, products, and yield From a dataset of the Open Reaction Database (ORD), a public repository of structured organic reaction records. The reactants are C1(=CC=CC=C1)P(C1=CC=CC=C1)C1=CC=CC=C1 (triphenyl phosphine), CCOC(=O)/N=N/C(=O)OCC (DEAD), C1(=CC=CC=C1)P(C1=CC=CC=C1)C1=CC=CC=C1 (triphenyl phosphine), OCCCC1=CC=NC=C1 (4-hydroxypropylpyridine), Cl (HCl), C([O-])(O)=O.[Na+] (sodium bicarbonate), CCOC(=O)/N=N/C(=O)OCC (DEAD), OCCCC1=CC=NC=C1 (4-hydroxypropylpyridine), N1CCC2=CC=C(C=C12)NC1=C(C=NC2=CC(=C(C=C12)OC)O)C#N (4-(2,3-dihydro-1H-indol-6-ylamino)-7-hydroxy-6-methoxy-quinoline-3-carbonitrile). Solvent: O (water), C(Cl)(Cl)Cl (chloroform), O1CCCC1 (tetrahydrofurane), O1CCCC1 (tetrahydrofurane), O1CCCC1 (tetrahydrofurane), C(Cl)(Cl)Cl (chloroform). Run at time 15 minute. Yields the product N1CCC2=CC=C(C=C12)NC1=C(C=NC2=CC(=C(C=C12)OC)OCCCC1=CC=NC=C1)C#N (4-(2,3-dihydro-1H-indol-6-ylamino)-6-methoxy-7-(3-pyridin-4-yl-propoxy)-quinoline-3-carbonitrile). As a reaction SMILES: C1(P(C2C=CC=CC=2)C2C=CC=CC=2)C=CC=CC=1.[OH:20][CH2:21][CH2:22][CH2:23][C:24]1[CH:29]=[CH:28][N:27]=[CH:26][CH:25]=1.[NH:30]1[C:38]2[C:33](=[CH:34][CH:35]=[C:36]([NH:39][C:40]3[C:49]4[C:44](=[CH:45][C:46](O)=[C:47]([O:50][CH3:51])[CH:48]=4)[N:43]=[CH:42][C:41]=3[C:53]#[N:54])[CH:37]=2)[CH2:32][CH2:31]1.CCOC(/N=N/C(OCC)=O)=O.Cl.C(=O)(O)[O-].[Na+]>O.O1CCCC1.C(Cl)(Cl)Cl>[NH:30]1[C:38]2[C:33](=[CH:34][CH:35]=[C:36]([NH:39][C:40]3[C:49]4[C:44](=[CH:45][C:46]([O:20][CH2:21][CH2:22][CH2:23][C:24]5[CH:29]=[CH:28][N:27]=[CH:26][CH:25]=5)=[C:47]([O:50][CH3:51])[CH:48]=4)[N:43]=[CH:42][C:41]=3[C:53]#[N:54])[CH:37]=2)[CH2:32][CH2:31]1 |f:5.6|. Procedure details: To a 0° C. solution consisting of 2 ml of chloroform, 1 ml of tetrahydrofurane, 167 mg (0.64 mM) of triphenyl phosphine, 52 μl (0.40 mM) of 4-hydroxypropylpyridine and 107 mg (0.32 mM) of the 4-(2,3-dihydro-1H-indol-6-ylamino)-7-hydroxy-6-methoxy-quinoline-3-carbonitrile, was slowly added 101 μL (0.64 mM) of DEAD. The reaction was allowed to run at 0° C. for 15 min and then allowed to warm to room temperature. The heterogeneous solution was allowed to stir at room temperature for 7 hour. TCL and... Reactants: CN1C(CCC1)=O (N-methyl-2-pyrrolidinone), lactam, lactam, lactam, lactam, 2-oxo-1-pyrrolidinyl, 2-oxo-1-pyrrolidinyl magnesium halide, 2-oxo-1-pyrrolidinyl, N1C(CCC1)=O (2-pyrrolidinone). The product is N1C(CCC1)=O (pyrrolidinone), CC1CCC(N1)=O (5-methyl-2-pyrrolidinone). RXN SMILES: [NH:1]1[CH2:5][CH2:4][CH2:3][C:2]1=[O:6].C[N:8]1[CH2:12][CH2:11][CH2:10][C:9]1=[O:13]>>[NH:1]1[CH2:5][CH2:4][CH2:3][C:2]1=[O:6].[CH3:2][CH:12]1[NH:8][C:9](=[O:13])[CH2:10][CH2:11]1. Procedure details: In general, even a minimal amount of 2-oxo-1-pyrrolidinyl groups in the reaction admixture of lactam, lactam polymerization initiator and lactam polymerization catalyst is effective in increasing the polymerization rate. The 2-oxo-1-pyrrolidinyl compounds can be any one of 2-pyrrolidinone, initiator compound capped with 2-oxo-1-pyrrolidinyl groups and 2-oxo-1-pyrrolidinyl magnesium halide and can therefor be added in the lactam initiator solution or in the catalyst stream or in both. Preferably ... Starting materials: CC(=O)CC(C)C, O=[N+]([O-])c1cc(Cl)c(Cl)cc1NCCCCl, [I-], [K+], [Na+], [Na+], O=C([O-])[O-], O, c1ccc(C(c2ccccc2)N2CCNCC2)cc1. Yields the product O=[N+]([O-])c1cc(Cl)c(Cl)cc1NCCCN1CCN(C(c2ccccc2)c2ccccc2)CC1. Reaction SMILES: [CH3:45][CH:46]([CH3:47])[CH2:48][C:49](=[O:50])[CH3:51].[Cl:1][c:2]1[cH:3][c:4]([N+:14](=[O:15])[O-:16])[c:5]([NH:9][CH2:10][CH2:11][CH2:12][Cl:13])[cH:6][c:7]1[Cl:8].[I-:43].[K+:42].[Na+:36].[Na+:37].[O-:38][C:39](=[O:40])[O-:41].[OH2:44].[c:17]1([CH:23]([N:24]2[CH2:25][CH2:26][NH:27][CH2:28][CH2:29]2)[c:30]2[cH:31][cH:32][cH:33][cH:34][cH:35]2)[cH:18][cH:19][cH:20][cH:21][cH:22]1>>[Cl:1][c:2]1[cH:3][c:4]([N+:14](=[O:15])[O-:16])[c:5]([NH:9][CH2:10][CH2:11][CH2:12][N:27]2[CH2:26][CH2:25][N:24]([CH:23]([c:17]3[cH:18][cH:19][cH:20][cH:21][cH:22]3)[c:30]3[cH:31][cH:32][cH:33][cH:34][cH:35]3)[CH2:29][CH2:28]2)[cH:6][c:7]1[Cl:8]. The reactants are O (Water), ClC1=CC=C(C=N1)NC(OCC(Cl)(Cl)Cl)=O (2,2,2-trichloroethyl (6-chloropyridin-3-yl)carbamate), C1(=CC=CC=C1)C1=NSC(=N1)N1CCNCC1 (1-(3-phenyl-1,2,4-thiadiazol-5-yl)piperazine), C(C)(C)N(CC)C(C)C (diisopropylethylamine). Run in CS(=O)C (dimethylsulfoxide). Reaction conditions: temperature 70 celsius, time 15 hour. Yields the product ClC1=CC=C(C=N1)NC(=O)N1CCN(CC1)C1=NC(=NS1)C1=CC=CC=C1 (N-(6-Chloropyridin-3-yl)-4-(3-phenyl-1,2,4-thiadiazol-5-yl)piperazine-1-carboxamide). Isolated yield 50.7%. RXN SMILES: [Cl:1][C:2]1[N:7]=[CH:6][C:5]([NH:8][C:9](=[O:16])OCC(Cl)(Cl)Cl)=[CH:4][CH:3]=1.[C:17]1([C:23]2[N:27]=[C:26]([N:28]3[CH2:33][CH2:32][NH:31][CH2:30][CH2:29]3)[S:25][N:24]=2)[CH:22]=[CH:21][CH:20]=[CH:19][CH:18]=1.C(N(C(C)C)CC)(C)C.O>CS(C)=O>[Cl:1][C:2]1[N:7]=[CH:6][C:5]([NH:8][C:9]([N:31]2[CH2:32][CH2:33][N:28]([C:26]3[S:25][N:24]=[C:23]([C:17]4[CH:22]=[CH:21][CH:20]=[CH:19][CH:18]=4)[N:27]=3)[CH2:29][CH2:30]2)=[O:16])=[CH:4][CH:3]=1. Procedure: A mixture of 2,2,2-trichloroethyl (6-chloropyridin-3-yl)carbamate (272 mg, 0.893 mmol), 1-(3-phenyl-1,2,4-thiadiazol-5-yl)piperazine (200 mg, 0.812 mmol) and diisopropylethylamine (0.156 ml, 0.893 mmol) in dimethylsulfoxide (2.7 ml) was stirred at 70° C. for 15 hours. Water was poured into the reaction mixture and the mixture was extracted with ethyl acetate. The extract was washed with water and dried over anhydrous magnesium sulfate and the solvent was distilled off under reduced pressure. The... Reactants: CCOC(=O)CCCBr, CCO, CNC1CCCCC1. Product: CCOC(=O)CCCN(C)C1CCCCC1. As a reaction SMILES: [CH2:1]([CH3:2])[O:3][C:4]([CH2:5][CH2:6][CH2:7][Br:8])=[O:9].[CH3:18][CH2:19][OH:20].[CH:10]1([NH:16][CH3:17])[CH2:11][CH2:12][CH2:13][CH2:14][CH2:15]1>>[CH2:1]([CH3:2])[O:3][C:4]([CH2:5][CH2:6][CH2:7][N:16]([CH:10]1[CH2:11][CH2:12][CH2:13][CH2:14][CH2:15]1)[CH3:17])=[O:9]. Reactants: [BH4-], CO, COCNCCC(=O)c1cccs1, Cl, [Na+], [Na+], [OH-], O. The product is COCNCCC(O)c1cccs1. As a reaction SMILES: [BH4-:17].[CH3:19][OH:20].[CH3:2][O:3][CH2:4][NH:5][CH2:6][CH2:7][C:8](=[O:9])[c:10]1[s:11][cH:12][cH:13][cH:14]1.[ClH:1].[Na+:16].[Na+:18].[OH-:15].[OH2:21]>>[CH3:2][O:3][CH2:4][NH:5][CH2:6][CH2:7][CH:8]([OH:9])[c:10]1[s:11][cH:12][cH:13][cH:14]1.